Dataset: the Open Reaction Database (ORD), a public repository of structured organic reaction records. Task: describe an organic reaction: reactants, conditions, products, and yield Reactants: NC1=C(N)C=CC=C1 (2-aminoaniline), C(C)OC(=O)C1C(CCC1)=O (2-ethoxycarbonylcyclopentanone), O (water), C(C)O (ethanol). Solvent: C=1(C(=CC=CC1)C)C (xylene). Product: C1(=CCCC1)N1C(NC2=C1C=CC=C2)=O (3-(1-Cyclopentenyl)-2(3H)-benzimidazolone). Reaction SMILES: [NH2:1][C:2]1[CH:8]=[CH:7][CH:6]=[CH:5][C:3]=1[NH2:4].C(OC([CH:14]1[CH2:18][CH2:17][CH2:16][C:15]1=O)=O)C.O.[CH2:21]([OH:23])C>C1(C)C(C)=CC=CC=1>[C:14]1([N:1]2[C:2]3[CH:8]=[CH:7][CH:6]=[CH:5][C:3]=3[NH:4][C:21]2=[O:23])[CH2:18][CH2:17][CH2:16][CH:15]=1. Procedure details: 100 mmol of 2-aminoaniline and 135 mmol of 2-ethoxycarbonylcyclopentanone in 50 ml of xylene are brought to reflux for 5 hours, the water and the ethanol formed being removed with the aid of a Dean and Stark apparatus. After cooling, the expected product crystallizes and it is then filtered, washed with xylene and then with hexane and then dried.